Dataset: the Open Reaction Database (ORD), a public repository of structured organic reaction records. Task: describe an organic reaction: reactants, conditions, products, and yield Reactants: C1COCCO1, CCC(=C(C(=O)Nc1ccc(OCCN(C)C)cc1)c1cccc(OCOC)c1)c1ccccc1, CO, Cl, [Na+], O=C([O-])O, O. Product: CCC(=C(C(=O)Nc1ccc(OCCN(C)C)cc1)c1cccc(O)c1)c1ccccc1. Reaction SMILES: [CH2:44]1[O:45][CH2:46][CH2:47][O:48][CH2:49]1.[CH3:1][N:2]([CH2:3][CH2:4][O:5][c:6]1[cH:7][cH:8][c:9]([NH:12][C:13]([C:14](=[C:15]([CH2:16][CH3:17])[c:18]2[cH:19][cH:20][cH:21][cH:22][cH:23]2)[c:24]2[cH:25][c:26]([O:30][CH2:31][O:32][CH3:33])[cH:27][cH:28][cH:29]2)=[O:34])[cH:10][cH:11]1)[CH3:35].[CH3:42][OH:43].[ClH:36].[Na+:41].[O-:37][C:38]([OH:39])=[O:40].[OH2:50]>>[CH3:1][N:2]([CH2:3][CH2:4][O:5][c:6]1[cH:7][cH:8][c:9]([NH:12][C:13]([C:14](=[C:15]([CH2:16][CH3:17])[c:18]2[cH:19][cH:20][cH:21][cH:22][cH:23]2)[c:24]2[cH:25][c:26]([OH:30])[cH:27][cH:28][cH:29]2)=[O:34])[cH:10][cH:11]1)[CH3:35]. Starting materials: C[Si](C)(C)C#N (Trimethylsilyl cyanide), ClC(C1=CC(=CC=C1)OC)C1=CC=CC=C1 (1-(chlorophenylmethyl)-3-methoxybenzene), [Sn](Cl)(Cl)(Cl)Cl (tin tetrachloride). Reagents/catalysts: CCCCCCC (heptane). The solvent is C(Cl)Cl (DCM). Reaction conditions: time 2 hour. Yields the product COC=1C=C(C=CC1)C(C#N)C1=CC=CC=C1 ((3-Methoxyphenyl)phenylacetonitrile). Yield: 41.7%. RXN SMILES: Cl[CH:2]([C:11]1[CH:16]=[CH:15][CH:14]=[CH:13][CH:12]=1)[C:3]1[CH:8]=[CH:7][CH:6]=[C:5]([O:9][CH3:10])[CH:4]=1.C[Si]([C:21]#[N:22])(C)C.[Sn](Cl)(Cl)(Cl)Cl>C(Cl)Cl.CCCCCCC>[CH3:10][O:9][C:5]1[CH:4]=[C:3]([CH:2]([C:11]2[CH:16]=[CH:15][CH:14]=[CH:13][CH:12]=2)[C:21]#[N:22])[CH:8]=[CH:7][CH:6]=1. Reported procedure: A solution of 1-(chlorophenylmethyl)-3-methoxybenzene (5.5 g, 24 mmol) in DCM (100 mL) was cooled to 0° C. Trimethylsilyl cyanide (3.5 mL, 26 mmol) was added to the stirred solution. 1.0 M of tin tetrachloride in heptane (0.75 mL, 0.75 mmol) was then added. The solution was stirred for 2 hours, then quenched with MeOH (50 mL). The solvent was removed under reduced pressure. The crude material was then purified via silica gel chromatography to obtain the title compound (2.2 g, 10 mmol). Starting materials: CO, [Li+], COC(=O)c1ccc(OCc2onc(-c3ccccc3)c2-c2ccc(S(N)(=O)=O)cc2)cc1, C1CCOC1, [OH-], O. Yields the product NS(=O)(=O)c1ccc(-c2c(-c3ccccc3)noc2COc2ccc(C(=O)O)cc2)cc1. RXN SMILES: [CH3:37][OH:38].[Li+:34].[NH2:1][S:2](=[O:3])(=[O:4])[c:5]1[cH:6][cH:7][c:8](-[c:11]2[c:12](-[c:28]3[cH:29][cH:30][cH:31][cH:32][cH:33]3)[n:13][o:14][c:15]2[CH2:16][O:17][c:18]2[cH:19][cH:20][c:21]([C:22](=[O:23])[O:24][CH3:25])[cH:26][cH:27]2)[cH:9][cH:10]1.[O:39]1[CH2:40][CH2:41][CH2:42][CH2:43]1.[OH-:35].[OH2:36]>>[NH2:1][S:2](=[O:3])(=[O:4])[c:5]1[cH:6][cH:7][c:8](-[c:11]2[c:12](-[c:28]3[cH:29][cH:30][cH:31][cH:32][cH:33]3)[n:13][o:14][c:15]2[CH2:16][O:17][c:18]2[cH:19][cH:20][c:21]([C:22](=[O:23])[OH:24])[cH:26][cH:27]2)[cH:9][cH:10]1. Starting materials: O (Water), Cl (HCl), solution, N1CCCCC1 (piperidine), COC(C1=CC(=CC=C1)CNC(=O)OCC1C2=CC=CC=C2C=2C=CC=CC12)=O (3-[(9H-Fluoren-9-ylmethoxycarbonylamino)-methyl]-benzoic acid methyl ester). Run in CN(C)C=O (DMF). Run at time 30 minute. Product: COC(C1=CC(=CC=C1)CN)=O (3-Aminomethyl-benzoic acid methyl ester). As a reaction SMILES: N1CCCCC1.[CH3:7][O:8][C:9](=[O:35])[C:10]1[CH:15]=[CH:14][CH:13]=[C:12]([CH2:16][NH:17]C(OCC2C3C=CC=CC=3C3C2=CC=CC=3)=O)[CH:11]=1.O.Cl>CN(C=O)C>[CH3:7][O:8][C:9](=[O:35])[C:10]1[CH:15]=[CH:14][CH:13]=[C:12]([CH2:16][NH2:17])[CH:11]=1. Reported procedure: A 20% solution of piperidine in DMF (5 ml) was added to 3-[(9H-Fluoren-9-ylmethoxycarbonylamino)-methyl]-benzoic acid methyl ester (193 mg, 0.5 mmol) and the reaction was stirred at room temperature for 30 min. Water (10 ml) was added to the crude reaction mixture, followed by 1M HCl (10 ml). The aqueous layer was washed with EtOAc (3×10 ml) then basified to pH 9 with saturated NaHCO3. The basic layer was extracted with EtOAc (3×10 ml) and the aqueous layer was evaporated down to a small volume,... Reactants: CO, COC(=O)CCSc1cccc(C)c1, [K+], [OH-], O. Product: Cc1cccc(SCCC(=O)O)c1. RXN SMILES: [CH3:18][OH:19].[CH3:1][c:2]1[cH:3][c:4]([S:8][CH2:9][CH2:10][C:11](=[O:12])[O:13][CH3:14])[cH:5][cH:6][cH:7]1.[K+:16].[OH-:15].[OH2:17]>>[CH3:1][c:2]1[cH:3][c:4]([S:8][CH2:9][CH2:10][C:11](=[O:12])[OH:13])[cH:5][cH:6][cH:7]1. Starting materials: C(C1=CC=CC=C1)OC(=O)C1=C(NC2=CC=C(C=C12)CCOS(=O)(=O)C)C (5-(2-Methanesulfonyloxy-ethyl)-2-methyl-1H-indole-3-carboxylic acid benzyl ester), OC1CCNCC1 (4-Hydroxypiperidine). Solvent: O1CCOCC1 (Dioxane). Product: N1C(=CC2=CC=CC=C12)N (indole-amine). Yield: 196.5%. Reaction SMILES: C(OC([C:11]1[C:19]2[C:14](=[CH:15][CH:16]=[C:17](CCOS(C)(=O)=O)[CH:18]=2)[NH:13][C:12]=1C)=O)C1C=CC=CC=1.OC1CC[NH:32]CC1>O1CCOCC1>[NH:13]1[C:14]2[C:19](=[CH:18][CH:17]=[CH:16][CH:15]=2)[CH:11]=[C:12]1[NH2:32]. Reported procedure: 5-(2-Methanesulfonyloxy-ethyl)-2-methyl-1H-indole-3-carboxylic acid benzyl ester (0.300 g, 0.770 mmol, 1 eq, Example 56, Step D) was suspended in Dioxane (20 mL) under Ar. 4-Hydroxypiperidine (0.234 g, 2.320 mmol, 3 eq) was added. The reaction mixture was stirred and heated to reflux for 18 hours. Then the reaction was quenched with saturated sodium bicarbonate and extracted with ethyl acetate (3×). The combined organic phases were washed with brine and dried over Na2SO4. After removing the solv... Reactants: Cl (hydrochloric acid), COCC1=C(C(=C(C(=O)OC)C(=C1F)F)SC)F (Methyl 4-(methoxymethyl)-2-methylthio-3,5,6-trifluorobenzoate), [H-].[Al+3].[Li+].[H-].[H-].[H-] (lithium aluminum hydride), solution. Solvent: O1CCCC1 (tetrahydrofuran), C1CCOC1 (THF). Reaction conditions: time 0.5 hour. Yields the product FC=1C(=C(CO)C=C(C1C)F)SC (3,5-difluoro-4-methyl-2-methylthiobenzyl alcohol). Isolated yield 105.8%. RXN SMILES: CO[CH2:3][C:4]1[C:13]([F:14])=[C:12](F)[C:7]([C:8](OC)=[O:9])=[C:6]([S:16][CH3:17])[C:5]=1[F:18].[H-].[Al+3].[Li+].[H-].[H-].[H-].Cl>O1CCCC1>[F:18][C:5]1[C:6]([S:16][CH3:17])=[C:7]([CH:12]=[C:13]([F:14])[C:4]=1[CH3:3])[CH2:8][OH:9] |f:1.2.3.4.5.6|. Reported procedure: Methyl 4-(methoxymethyl)-2-methylthio-3,5,6-trifluorobenzoate (0.48 g) was dissolved in dry tetrahydrofuran (2 cm3) under a nitrogen atmosphere at room temperature. To the stirred solution was added dropwise a solution of lithium aluminum hydride (1.0 cm3 of a 1.0 molar solution in THF). The mixture was stirred for 0.5 hour when stored for 18 hours. The solution was treated with 2 molar hydrochloric acid and extracted with dichloromethane (twice), dried (anhydrous magnesium sulphate), and evapor... Starting materials: C1CCNCC1, Cc1c(F)cc(C(=O)NC2CC2)cc1-n1ccnc(NC(c2ccccc2)C(C)C=O)c1=O. Yields the product Cc1c(F)cc(C(=O)NC2CC2)cc1-n1ccnc(NC(c2ccccc2)C(C)CN2CCCCC2)c1=O. Reaction SMILES: [CH2:34]1[CH2:35][CH2:36][NH:37][CH2:38][CH2:39]1.[CH:1]1([NH:4][C:5]([c:6]2[cH:7][c:8]([F:32])[c:9]([CH3:31])[c:10](-[n:12]3[c:13](=[O:30])[c:14]([NH:18][CH:19]([CH:20]([CH:21]=[O:22])[CH3:23])[c:24]4[cH:25][cH:26][cH:27][cH:28][cH:29]4)[n:15][cH:16][cH:17]3)[cH:11]2)=[O:33])[CH2:2][CH2:3]1>>[CH:1]1([NH:4][C:5]([c:6]2[cH:7][c:8]([F:32])[c:9]([CH3:31])[c:10](-[n:12]3[c:13](=[O:30])[c:14]([NH:18][CH:19]([CH:20]([CH2:21][N:37]4[CH2:36][CH2:35][CH2:34][CH2:39][CH2:38]4)[CH3:23])[c:24]4[cH:25][cH:26][cH:27][cH:28][cH:29]4)[n:15][cH:16][cH:17]3)[cH:11]2)=[O:33])[CH2:2][CH2:3]1. The reactants are [H-].[Na+] (sodium hydride), COC1=CC=C(CN(C(CBr)=O)C(CO)C)C=C1 (N-(4-methoxybenzyl)-2-bromo-N-(1-hydroxypropan-2-yl)acetamide). The solvent is C1CCOC1 (THF), C1CCOC1 (THF). Conditions: temperature 25 celsius, time 8 hour. Yields the product COC1=CC=C(CN2C(COC[C@@H]2C)=O)C=C1 ((5S)-4-(4-Methoxybenzyl)-5-methylmorpholin-3-one). As a reaction SMILES: [H-].[Na+].[CH3:3][O:4][C:5]1[CH:20]=[CH:19][C:8]([CH2:9][N:10]([CH:15]([CH3:18])[CH2:16][OH:17])[C:11](=[O:14])[CH2:12]Br)=[CH:7][CH:6]=1>C1COCC1>[CH3:3][O:4][C:5]1[CH:20]=[CH:19][C:8]([CH2:9][N:10]2[C@@H:15]([CH3:18])[CH2:16][O:17][CH2:12][C:11]2=[O:14])=[CH:7][CH:6]=1 |f:0.1|. Procedure: Into a 10000 mL 4-necked, round bottomed flask purged and maintained with an inert atmosphere of nitrogen was placed a suspension of sodium hydride (125.6 g, 3.14 mol, 60%) in THF (5000 mL) and cooled to 25° C., followed by the addition of a solution of N-(4-methoxybenzyl)-2-bromo-N-(1-hydroxypropan-2-yl)acetamide (498 g, 1.57 mol) in THF (500 mL) dropwise over 30 minutes at 25° C. The resulting solution was allowed to stir overnight at 25° C. Upon completion, the reaction mixture was quenched b...